This data is from the Open Reaction Database (ORD), a public repository of structured organic reaction records. The task is: describe an organic reaction: reactants, conditions, products, and yield Starting materials: ClC1=C(C2=C(NC(C(=C2O)C2=CC(=CC=C2)C(C2=CC=C(C=C2)OC)=O)=O)S1)C (2-chloro-3-methyl-4-hydroxy-5-(3-p-methoxybenzoylphenyl)-6,7-dihydrothieno [2,3-b]pyridin-6-one), Cl.N1=CC=CC=C1 (pyridine hydrochloride). Conditions: time 3 hour. Product: S1C=CC2=C1NC(C=C2)=O (6,7-dihydrothieno [2,3-b]pyridin-6-one). As a reaction SMILES: Cl[C:2]1[S:28][C:5]2[NH:6][C:7](=[O:27])[C:8](C3C=CC=C(C(=O)C4C=CC(OC)=CC=4)C=3)=[C:9](O)[C:4]=2[C:3]=1C.Cl.N1C=CC=CC=1>>[S:28]1[C:5]2[NH:6][C:7](=[O:27])[CH:8]=[CH:9][C:4]=2[CH:3]=[CH:2]1 |f:1.2|. Procedure details: A mixture of 4.25 g of 2-chloro-3-methyl-4-hydroxy-5-(3-p-methoxybenzoylphenyl)-6,7-dihydrothieno [2,3-b]pyridin-6-one and 3.5 g of pyridine hydrochloride is stirred at 160° for 3 hours. 2-Chloro-3-methyl-4-hydroxy-5-3-p-hydroxybenzoylphenyl)-6,7-dihydrothieno [2,3-b]pyridin-6-one is obtained after the customary working-up. The reactants are C(C)(C)(C)[Si](C)(C)OC1=CC(=CC=C1)C1CC1 (tert-butyl-(3-cyclopropyl-phenoxy)-dimethyl-silane), CCCC[N+](CCCC)(CCCC)CCCC.[F-] (TBAF). The solvent is CCOC(=O)C (EtOAc), O (water), C1CCOC1 (THF). Run at time 30 minute. Yields the product C1(CC1)C=1C=C(C=CC1)O (3-cyclopropyl-phenol). The yield is 94.9%. RXN SMILES: C([Si]([O:8][C:9]1[CH:14]=[CH:13][CH:12]=[C:11]([CH:15]2[CH2:17][CH2:16]2)[CH:10]=1)(C)C)(C)(C)C.CCCC[N+](CCCC)(CCCC)CCCC.[F-]>C1COCC1.CCOC(C)=O.O>[CH:15]1([C:11]2[CH:10]=[C:9]([OH:8])[CH:14]=[CH:13][CH:12]=2)[CH2:17][CH2:16]1 |f:1.2|. Procedure details: To a solution of tert-butyl-(3-cyclopropyl-phenoxy)-dimethyl-silane (390 mg, 1.57 mmol) in THF (5 mL) was added a solution of 1M-TBAF (in THF, 2 mL, 1.3 mmol), and the mixture was stirred for 30 min at room temperature. The residue was diluted with EtOAc and water. The organic layer was washed with saturated ammonium chloride, water and brine, dried over anhydrous magnesium sulfate, filtered, and concentrated under reduced pressure. The crude residue was purified by column chromatography to give... Reactants: C(C)(C)C1=CN=NN1C=1C=C(C=C(C1)C1=CC=C(C=C1)C)C(=O)O (5-(5-Isopropyl-[1,2,3]triazol-1-yl)-4′-methyl-biphenyl-3-carboxylic acid), amide, N1=C(C=NC=C1)C(C)N (1-pyrazin-2-yl-ethylamine). The product is N1=C(C=NC=C1)C(C)NC(=O)C=1C=C(C=C(C1)N1N=NC=C1C(C)C)C1=CC=C(C=C1)C (5-(5-isopropyl-[1,2,3]triazol-1-yl)-4′-methyl-biphenyl-3-carboxylic acid (1-pyrazin-2-yl-ethyl)-amide). RXN SMILES: [CH:1]([C:4]1[N:8]([C:9]2[CH:10]=[C:11]([C:22]([OH:24])=O)[CH:12]=[C:13]([C:15]3[CH:20]=[CH:19][C:18]([CH3:21])=[CH:17][CH:16]=3)[CH:14]=2)[N:7]=[N:6][CH:5]=1)([CH3:3])[CH3:2].[N:25]1[CH:30]=[CH:29][N:28]=[CH:27][C:26]=1[CH:31]([NH2:33])[CH3:32]>>[N:25]1[CH:30]=[CH:29][N:28]=[CH:27][C:26]=1[CH:31]([NH:33][C:22]([C:11]1[CH:12]=[C:13]([C:15]2[CH:16]=[CH:17][C:18]([CH3:21])=[CH:19][CH:20]=2)[CH:14]=[C:9]([N:8]2[C:4]([CH:1]([CH3:2])[CH3:3])=[CH:5][N:6]=[N:7]2)[CH:10]=1)=[O:24])[CH3:32]. Procedure: 5-(5-Isopropyl-[1,2,3]triazol-1-yl)-4′-methyl-biphenyl-3-carboxylic acid was subject to the amide coupling reaction described in step 4 of Example 6, but replacing 2-amino-propan-1-ol with 1-pyrazin-2-yl-ethylamine, to give 5-(5-isopropyl-[1,2,3]triazol-1-yl)-4′-methyl-biphenyl-3-carboxylic acid (1-pyrazin-2-yl-ethyl)-amide, MS (M+H)=427. The reactants are [K+], Nc1ccc2ccc(Cl)nc2n1, [OH-], O, Oc1cccnc1. The product is Nc1ccc2ccc(Oc3cccnc3)nc2n1. Reaction SMILES: [K+:21].[NH2:1][c:2]1[n:3][c:4]2[n:5][c:6]([Cl:12])[cH:7][cH:8][c:9]2[cH:10][cH:11]1.[OH-:20].[OH2:22].[OH:13][c:14]1[cH:15][n:16][cH:17][cH:18][cH:19]1>>[NH2:1][c:2]1[n:3][c:4]2[n:5][c:6]([O:13][c:14]3[cH:15][n:16][cH:17][cH:18][cH:19]3)[cH:7][cH:8][c:9]2[cH:10][cH:11]1. The reactants are [BH4-].[Na+] (sodium borohydride), O1CCCC1 (tetrahydrofuran), ClC=1C=C(C=NC1OC=1C=C2C(=NC=NC2=CC1)NC1=NN(C=C1)C)OCC=O ({[5-chloro-6-({4-[(1-methyl-1H-pyrazol-3-yl)amino]quinazolin-6-yl}oxy)pyridin-3-yl]oxy}acetaldehyde). Solvent: O (water), O (water). Run at time 15 minute. Product: ClC=1C=C(C=NC1OC=1C=C2C(=NC=NC2=CC1)NC1=NN(C=C1)C)OCCO (2-{[5-chloro-6-({4-[(1-methyl-1H-pyrazol-3-yl)amino]quinazolin-6-yl}oxy)pyridin-3-yl]oxy}ethanol). RXN SMILES: [BH4-].[Na+].O1CCCC1.[Cl:8][C:9]1[CH:10]=[C:11]([O:33][CH2:34][CH:35]=[O:36])[CH:12]=[N:13][C:14]=1[O:15][C:16]1[CH:17]=[C:18]2[C:23](=[CH:24][CH:25]=1)[N:22]=[CH:21][N:20]=[C:19]2[NH:26][C:27]1[CH:31]=[CH:30][N:29]([CH3:32])[N:28]=1>O>[Cl:8][C:9]1[CH:10]=[C:11]([O:33][CH2:34][CH2:35][OH:36])[CH:12]=[N:13][C:14]=1[O:15][C:16]1[CH:17]=[C:18]2[C:23](=[CH:24][CH:25]=1)[N:22]=[CH:21][N:20]=[C:19]2[NH:26][C:27]1[CH:31]=[CH:30][N:29]([CH3:32])[N:28]=1 |f:0.1|. Reported procedure: With cooling with ice, sodium borohydride (9 mg, 0.25 mmol) was added to a tetrahydrofuran (3 ml)/water (0.3 ml) mixed solution containing {[5-chloro-6-({4-[(1-methyl-1H-pyrazol-3-yl)amino]quinazolin-6-yl}oxy)pyridin-3-yl]oxy}acetaldehyde obtained in Example 1, and the reaction solution was stirred for 15 minutes. Saturated saline water was added to the reaction solution, extracted with chloroform/methanol (9:1), the organic layer was dried over anhydrous sodium sulfate, and concentrated under r... The reactants are ester, S(O)(O)(=O)=O (sulphuric acid), OS(=O)(=O)O.O=S(=O)=O (oleum), ice dichloromethane, ClC(C(=O)OC(C)C)(CCCCCCCCCCCCC(C(=O)OC(C)C)(Cl)Cl)Cl (diisopropyl 2,2,15,15-tetrachlorohexadecane-1,16-dioate). Reaction SMILES: S(=O)(=O)(O)O.OS(O)(=O)=O.O=S(=O)=O.[Cl:15][C:16]([Cl:44])([CH2:23][CH2:24][CH2:25][CH2:26][CH2:27][CH2:28][CH2:29][CH2:30][CH2:31][CH2:32][CH2:33][CH2:34][C:35]([Cl:43])([Cl:42])[C:36]([O:38]C(C)C)=[O:37])[C:17]([O:19]C(C)C)=[O:18]>>[Cl:15][C:16]([Cl:44])([CH2:23][CH2:24][CH2:25][CH2:26][CH2:27][CH2:28][CH2:29][CH2:30][CH2:31][CH2:32][CH2:33][CH2:34][C:35]([Cl:42])([Cl:43])[C:36]([OH:38])=[O:37])[C:17]([OH:19])=[O:18] |f:1.2|. Yields the product ClC(C(=O)O)(CCCCCCCCCCCCC(C(=O)O)(Cl)Cl)Cl (2,2,15,15-Tetrachlorohexadecane-1,16-dioic acid). Procedure: 3 g. of a mixture of 96-98% sulphuric acid and oleum (1:1 w/w) cooled to 3° C. are added dropwise to the dry diisopropyl 2,2,15,15-tetrachlorohexadecane-1,16-dioate. The mixture is stirred for 10 minutes at 3° C., a colour change to orange thereby taking place. A further 2 g. of the acid mixture are added dropwise until the ester has completely dissolved and then stirred for 15 minutes at 3° C. The solution is cooled to -78° C. and a mixture of ice/dichloromethane added thereto. The frozen mixtu... Yield: 90.0%. Conditions: temperature 3 celsius, time 10 minute.